Task: describe an organic reaction: reactants, conditions, products, and yield. Dataset: the Open Reaction Database (ORD), a public repository of structured organic reaction records Reactants: CC(C)(C)OC(=O)NCC1CO1, CC#N, CCOC(C)=O, O=S(=O)([O-])C(F)(F)F, [Li+], Nc1cc(F)c2c(c1)CC(=O)N2CCF. Product: CC(C)(C)OC(=O)NCC(O)CNc1cc(F)c2c(c1)CC(=O)N2CCF. Reaction SMILES: [C:16]([CH3:17])([CH3:18])([CH3:19])[O:20][C:21]([NH:22][CH2:23][CH:24]1[O:25][CH2:26]1)=[O:27].[CH3:37][C:38]#[N:39].[CH3:40][CH2:41][O:42][C:43](=[O:44])[CH3:45].[F:28][C:29]([F:30])([F:31])[S:32]([O-:33])(=[O:34])=[O:35].[Li+:36].[NH2:1][c:2]1[cH:3][c:4]2[c:8]([c:9]([F:11])[cH:10]1)[N:7]([CH2:12][CH2:13][F:14])[C:6](=[O:15])[CH2:5]2>>[NH:1]([c:2]1[cH:3][c:4]2[c:8]([c:9]([F:11])[cH:10]1)[N:7]([CH2:12][CH2:13][F:14])[C:6](=[O:15])[CH2:5]2)[CH2:26][CH:24]([CH2:23][NH:22][C:21]([O:20][C:16]([CH3:17])([CH3:18])[CH3:19])=[O:27])[OH:25].